From a dataset of the Open Reaction Database (ORD), a public repository of structured organic reaction records. describe an organic reaction: reactants, conditions, products, and yield RXN SMILES: [NH:1]1[CH2:6][CH2:5][NH:4][CH2:3][CH2:2]1.[CH:7]([C:9]1[CH:14]=[CH:13][N:12]=[CH:11][CH:10]=1)=[CH2:8]>>[N:12]1[CH:13]=[CH:14][C:9]([CH2:7][CH2:8][N:1]2[CH2:6][CH2:5][NH:4][CH2:3][CH2:2]2)=[CH:10][CH:11]=1. Yields the product N1=CC=C(C=C1)CCN1CCNCC1 (1-[2-(4-pyridinyl)ethyl]piperazine). Procedure: To a melt of piperazine (15 g, 0.17 mol) heated to 105° C. was added dropwise 4-vinylpyridine (1.25 mL, 0.012 mol). After refluxing the reaction for 5.5 hours, it was cooled to room temperature and chromatographed to provide 0.92 g of the title compound. Isolated yield 40.1%. The reactants are N1CCNCC1 (piperazine), C(=C)C1=CC=NC=C1 (4-vinylpyridine). Reactants: C(C(=O)Cl)(=O)Cl (oxalyl chloride), BrCC1=CC=C(C(=O)O)C=C1 (4-bromomethylbenzoic acid), CN(C)C=O (DMF). Solvent: C(Cl)Cl (CH2Cl2). Reaction conditions: time 1 hour. The product is BrCC1=CC=C(C(=O)Cl)C=C1 (4-bromomethylbenzoyl chloride). RXN SMILES: [Br:1][CH2:2][C:3]1[CH:11]=[CH:10][C:6]([C:7](O)=[O:8])=[CH:5][CH:4]=1.C(Cl)(=O)C([Cl:15])=O.CN(C=O)C>C(Cl)Cl>[Br:1][CH2:2][C:3]1[CH:11]=[CH:10][C:6]([C:7]([Cl:15])=[O:8])=[CH:5][CH:4]=1. Reported procedure: 4-bromomethylbenzoic acid (25 g, 116.25 mmol) was dissolved in CH2Cl2 (200 ml) and treated with oxalyl chloride (12.2 ml, 139.5 mmol). DMF (0.45 ml) was added slowly then stirred for 1 h. The solvent was removed to give the 4-bromomethylbenzoyl chloride as a white solid. The reactants are ( M ), NC1=C(C=C(C=C1)OC(F)(F)F)C(=O)C1=CC=C(C=C1)Cl ((2-Amino-5-trifluoromethoxy-phenyl)-(4-chloro-phenyl)-methanone), FC(C(CC(C)=O)=O)(F)F (1,1,1-trifluoro-2,4-pentanedione), C(C)(C)O (isopropanol). Solvent: CCCCCCC.C(C)(=O)OCC (heptane ethyl acetate). Conditions: time 16 hour. Yields the product ClC1=CC=C(C=C1)C1=C(C(=NC2=CC=C(C=C12)OC(F)(F)F)C)C(C(F)(F)F)=O (1-[4-(4-Chloro-phenyl)-2-methyl-6-trifluoromethoxy-quinolin-3-yl]-2,2,2-trifluoro-ethanone). The yield is 34.0%. RXN SMILES: [NH2:1][C:2]1[CH:7]=[CH:6][C:5]([O:8][C:9]([F:12])([F:11])[F:10])=[CH:4][C:3]=1[C:13]([C:15]1[CH:20]=[CH:19][C:18]([Cl:21])=[CH:17][CH:16]=1)=O.[F:22][C:23]([F:31])([F:30])[C:24](=[O:29])[CH2:25][C:26](=O)[CH3:27].C(O)(C)C>CCCCCCC.C(OCC)(=O)C>[Cl:21][C:18]1[CH:19]=[CH:20][C:15]([C:13]2[C:3]3[C:2](=[CH:7][CH:6]=[C:5]([O:8][C:9]([F:12])([F:11])[F:10])[CH:4]=3)[N:1]=[C:26]([CH3:27])[C:25]=2[C:24](=[O:29])[C:23]([F:31])([F:30])[F:22])=[CH:16][CH:17]=1 |f:3.4|. Procedure: The title compound was prepared from (2-Amino-5-trifluoromethoxy-phenyl)-(4-chloro-phenyl)-methanone [example A3] and 1,1,1-trifluoro-2,4-pentanedione according to the procedure of example 1, except that the solvent was isopropanol, the reaction time was of 16 h and heptane/ethyl acetate (1:2) was used. Yield: 34%; MS: m/z=433 (M). The reactants are ClC=1C=C2C=C(NC2=CC1)S(=O)(=O)N1CCNCC1 (1-[(5-chloroindol-2-yl)sulfonyl]piperazine), CC1CC2=C(CN1)SC(=N2)C(=O)[O-].[Li+] (lithium 6-methyl-4,5,6,7-tetrahydrothiazolo[5,4-c]pyridin-2-carboxylate). Yields the product Cl.ClC=1C=C2C=C(NC2=CC1)S(=O)(=O)N1CCN(CC1)C(=O)C=1SC=2CNC(CC2N1)C (1-[(5-Chloroindol-2-yl)sulfonyl]-4-[(6-methyl-4,5,6,7-tetrahydrothiazolo[5,4-c]pyridin-2-yl)carbonyl]piperazine hydrochloride). RXN SMILES: [Cl:1][C:2]1[CH:3]=[C:4]2[C:8](=[CH:9][CH:10]=1)[NH:7][C:6]([S:11]([N:14]1[CH2:19][CH2:18][NH:17][CH2:16][CH2:15]1)(=[O:13])=[O:12])=[CH:5]2.[CH3:20][CH:21]1[NH:26][CH2:25][C:24]2[S:27][C:28]([C:30]([O-])=[O:31])=[N:29][C:23]=2[CH2:22]1.[Li+]>>[ClH:1].[Cl:1][C:2]1[CH:3]=[C:4]2[C:8](=[CH:9][CH:10]=1)[NH:7][C:6]([S:11]([N:14]1[CH2:19][CH2:18][N:17]([C:30]([C:28]3[S:27][C:24]4[CH2:25][NH:26][CH:21]([CH3:20])[CH2:22][C:23]=4[N:29]=3)=[O:31])[CH2:16][CH2:15]1)(=[O:13])=[O:12])=[CH:5]2 |f:1.2,3.4|. Procedure: A reaction was effected in the same manner as in Example B-7 by using 1-[(5-chloroindol-2-yl)sulfonyl]piperazine and lithium 6-methyl-4,5,6,7-tetrahydrothiazolo[5,4-c]pyridin-2-carboxylate as starting materials, whereby the title compound was obtained as brown amorphous. The reactants are COc1ccc(C(C)(O)c2ccc(Cl)c(Br)c2)cc1C, CO, O=S(=O)(O)O. The product is C=C(c1ccc(OC)c(C)c1)c1ccc(Cl)c(Br)c1. As a reaction SMILES: [Br:6][c:7]1[cH:8][c:9]([C:14]([CH3:15])([OH:16])[c:17]2[cH:18][c:19]([CH3:25])[c:20]([O:23][CH3:24])[cH:21][cH:22]2)[cH:10][cH:11][c:12]1[Cl:13].[CH3:26][OH:27].[S:1](=[O:2])(=[O:3])([OH:4])[OH:5]>>[Br:6][c:7]1[cH:8][c:9]([C:14](=[CH2:15])[c:17]2[cH:18][c:19]([CH3:25])[c:20]([O:23][CH3:24])[cH:21][cH:22]2)[cH:10][cH:11][c:12]1[Cl:13].